From a dataset of the Open Reaction Database (ORD), a public repository of structured organic reaction records. describe an organic reaction: reactants, conditions, products, and yield Starting materials: OCCN(C=1N=NC(=CC1)N1N=CC(=C1N)C(=O)OCC)CCO (3-[bis(hydroxyethyl)-amino]-6-(4-ethoxycarbonyl-5-amino-1-pyrazolyl)-pyridazine), O.NN (hydrazine hydrate). Run in O1CCOCC1 (dioxane). Yields the product OCCN(C=1N=NC(=CC1)N1N=CC(=C1N)C(NN)=O)CCO (3-[bis(2-Hydroxyethyl)-amino]-6-(4-carbazoyl-5-amino-1-pyrazolyl)-pyridazin). RXN SMILES: [OH:1][CH2:2][CH2:3][N:4]([CH2:22][CH2:23][OH:24])[C:5]1[N:6]=[N:7][C:8]([N:11]2[C:15]([NH2:16])=[C:14]([C:17]([O:19]CC)=O)[CH:13]=[N:12]2)=[CH:9][CH:10]=1.O.[NH2:26][NH2:27]>O1CCOCC1>[OH:24][CH2:23][CH2:22][N:4]([CH2:3][CH2:2][OH:1])[C:5]1[N:6]=[N:7][C:8]([N:11]2[C:15]([NH2:16])=[C:14]([C:17](=[O:19])[NH:26][NH2:27])[CH:13]=[N:12]2)=[CH:9][CH:10]=1 |f:1.2|. Procedure details: A mixture of 6.72 g. (20 mmoles) of 3-[bis(hydroxyethyl)-amino]-6-(4-ethoxycarbonyl-5-amino-1-pyrazolyl)-pyridazine (prepared according to Example 2), 34 ml. of 72% hydrazine hydrate and 34 ml. of dioxane is stirred at reflux temperature for 12 hours. After cooling the separated crystals are filtered, washed with water and ethanol and then recrystallized from 30 ml. of ethanol. Yield: 5.7 g. (88.5%); m.p.: 217°-219° C. The reactants are N(=C=S)C1=CC=C(C=C1)C1=NN(C=N1)C1=CC=C(C=C1)OC(F)(F)F (3-(4-Isothiocyanatophenyl)-1-(4-(trifluoromethoxy)phenyl)-1H-1,2,4-triazole), C(C)(C)N1C(=NN=C1)C1=C(N)C=CC=C1 (2-(4-isopropyl-4H-1,2,4-triazol-3-yl)aniline), C([O-])([O-])=O.[Cs+].[Cs+] (cesium carbonate). Run in C(C)(C)O (isopropyl alcohol), O (water). Yields the product C(C)(C)N1C(=NN=C1)C1=C(C=CC=C1)NC(=S)NC1=CC=C(C=C1)C1=NN(C=N1)C1=CC=C(C=C1)OC(F)(F)F (1-(2-(4-isopropyl-4H-1,2,4-triazol-3-yl)phenyl)-3-(4-(1-(4-(trifluoromethoxy)phenyl)-1H-1,2,4-triazol-3-yl)phenyl)thiourea). Yield: 20.7%. Reaction SMILES: [N:1]([C:4]1[CH:9]=[CH:8][C:7]([C:10]2[N:14]=[CH:13][N:12]([C:15]3[CH:20]=[CH:19][C:18]([O:21][C:22]([F:25])([F:24])[F:23])=[CH:17][CH:16]=3)[N:11]=2)=[CH:6][CH:5]=1)=[C:2]=[S:3].[CH:26]([N:29]1[CH:33]=[N:32][N:31]=[C:30]1[C:34]1[CH:40]=[CH:39][CH:38]=[CH:37][C:35]=1[NH2:36])([CH3:28])[CH3:27].C(=O)([O-])[O-].[Cs+].[Cs+]>C(O)(C)C.O>[CH:26]([N:29]1[CH:33]=[N:32][N:31]=[C:30]1[C:34]1[CH:40]=[CH:39][CH:38]=[CH:37][C:35]=1[NH:36][C:2]([NH:1][C:4]1[CH:9]=[CH:8][C:7]([C:10]2[N:14]=[CH:13][N:12]([C:15]3[CH:20]=[CH:19][C:18]([O:21][C:22]([F:25])([F:24])[F:23])=[CH:17][CH:16]=3)[N:11]=2)=[CH:6][CH:5]=1)=[S:3])([CH3:28])[CH3:27] |f:2.3.4|. Procedure: 3-(4-Isothiocyanatophenyl)-1-(4-(trifluoromethoxy)phenyl)-1H-1,2,4-triazole (WO 2011/017513) (0.088 g, 0.24 mmol), 2-(4-isopropyl-4H-1,2,4-triazol-3-yl)aniline (0.080 g, 0.40 mmol), and cesium carbonate (0.16 g, 0.50 mmol) in isopropyl alcohol (1.2 mL) was stirred at room temperature overnight. The reaction was diluted with water and extracted with ethyl acetate. The organic layers were dried over sodium sulfate, filtered and concentrated. The residue was loaded onto Celite® cartridge and purifi... Starting materials: [Si](C1=CC=CC=C1)(C1=CC=CC=C1)(C(C)(C)C)OC1CN(C1)C=1SC=C(N1)C(=O)OCC (3-t-butyldiphenylsilyloxy-1-(4-ethoxycarbonyl-1,3-thiazol-2-yl)azetidine), C(C)(=O)OCC (ethyl acetate), N1CCCCC1.C[Al](C)C (piperidine trimethylaluminium), C(C)(=O)O (acetic acid), C(C)(=O)OCC (ethyl acetate). Solvent: C1=CC=CC=C1 (benzene), C1=CC=CC=C1 (benzene). Reaction conditions: time 2 hour. Yields the product [Si](C1=CC=CC=C1)(C1=CC=CC=C1)(C(C)(C)C)OC1CN(C1)C=1SC=C(N1)C(=O)N1CCCCC1 (3-t-butyldiphenylsilyloxy-1-(4-piperidinocarbonyl-1,3-thiazol-2-yl)azetidine). The yield is 56.0%. As a reaction SMILES: [Si:1]([O:18][CH:19]1[CH2:22][N:21]([C:23]2[S:24][CH:25]=[C:26]([C:28]([O:30]CC)=O)[N:27]=2)[CH2:20]1)([C:14]([CH3:17])([CH3:16])[CH3:15])([C:8]1[CH:13]=[CH:12][CH:11]=[CH:10][CH:9]=1)[C:2]1[CH:7]=[CH:6][CH:5]=[CH:4][CH:3]=1.[NH:33]1[CH2:38][CH2:37][CH2:36][CH2:35][CH2:34]1.C[Al](C)C.C(O)(=O)C.C(OCC)(=O)C>C1C=CC=CC=1>[Si:1]([O:18][CH:19]1[CH2:20][N:21]([C:23]2[S:24][CH:25]=[C:26]([C:28]([N:33]3[CH2:38][CH2:37][CH2:36][CH2:35][CH2:34]3)=[O:30])[N:27]=2)[CH2:22]1)([C:14]([CH3:16])([CH3:15])[CH3:17])([C:8]1[CH:9]=[CH:10][CH:11]=[CH:12][CH:13]=1)[C:2]1[CH:3]=[CH:4][CH:5]=[CH:6][CH:7]=1 |f:1.2|. Procedure details: To a solution of 3-t-butyldiphenylsilyloxy-1-(4-ethoxycarbonyl-1,3-thiazol-2-yl)azetidine (1.00 g, 2.14 mmol) (obtained as described in Reference Example 2(1)) in benzene (50 ml) was added a solution of 0.67M piperidine-trimethylaluminium in benzene (7.3 ml) at room temperature under an atmosphere of nitrogen. The mixture was heated under reflux for 5 hours. After checking the completion of the reaction, 10% aqueous acetic acid solution (50 ml) and ethyl acetate (100 ml) were added to the reacti... Reactants: FC1=CC=C(C=C1)C1(CCCCC1)CCC(=O)O (3-(1-(4-fluorophenyl)cyclohexyl)propanoic acid), C(C(=O)Cl)(=O)Cl (oxalyl chloride). Reagents/catalysts: CN(C=O)C (N,N-dimethylformamide). Solvent: ClCCl (dichloromethane). Run at time 20 minute. Product: FC1=CC=C(C=C1)C1(CCCCC1)CCC(=O)Cl (3-(1-(4-Fluorophenyl)cyclohexyl)propanoyl chloride). RXN SMILES: [F:1][C:2]1[CH:7]=[CH:6][C:5]([C:8]2([CH2:14][CH2:15][C:16]([OH:18])=O)[CH2:13][CH2:12][CH2:11][CH2:10][CH2:9]2)=[CH:4][CH:3]=1.C(Cl)(=O)C([Cl:22])=O>ClCCl.CN(C)C=O>[F:1][C:2]1[CH:7]=[CH:6][C:5]([C:8]2([CH2:14][CH2:15][C:16]([Cl:22])=[O:18])[CH2:13][CH2:12][CH2:11][CH2:10][CH2:9]2)=[CH:4][CH:3]=1. Procedure details: To a solution of 3-(1-(4-fluorophenyl)cyclohexyl)propanoic acid (Preparation 42A, 209 mg, 0.835 mmol) in dichloromethane (3 mL) at 0° C. was added oxalyl chloride (0.146 mL, 1.670 mmol) followed by a couple of drops of N,N-dimethylformamide, and the mixture was stirred at the same temperature for 20 mins and warmed up to room temperature. The volatiles were evaporated off and the residue was used for next reaction without further purification. Starting materials: CCOC(=O)c1ccc(NC(=O)c2ccc3c(c2)N(S(=O)(=O)c2cc(Cl)ccc2OC)CCN3)cc1, CO, [Na+], C1CCOC1, [OH-]. Yields the product COc1ccc(Cl)cc1S(=O)(=O)N1CCNc2ccc(C(=O)Nc3ccc(C(=O)O)cc3)cc21. Reaction SMILES: [CH2:1]([CH3:2])[O:3][C:4]([c:5]1[cH:6][cH:7][c:8]([NH:11][C:12](=[O:13])[c:14]2[cH:15][c:16]3[c:21]([cH:22][cH:23]2)[NH:20][CH2:19][CH2:18][N:17]3[S:24](=[O:25])(=[O:26])[c:27]2[c:28]([O:34][CH3:35])[cH:29][cH:30][c:31]([Cl:33])[cH:32]2)[cH:9][cH:10]1)=[O:36].[CH3:44][OH:45].[Na+:38].[O:39]1[CH2:40][CH2:41][CH2:42][CH2:43]1.[OH-:37]>>[O:3]=[C:4]([c:5]1[cH:6][cH:7][c:8]([NH:11][C:12](=[O:13])[c:14]2[cH:15][c:16]3[c:21]([cH:22][cH:23]2)[NH:20][CH2:19][CH2:18][N:17]3[S:24](=[O:25])(=[O:26])[c:27]2[c:28]([O:34][CH3:35])[cH:29][cH:30][c:31]([Cl:33])[cH:32]2)[cH:9][cH:10]1)[OH:36]. Reactants: CC=1C=C2CCN(CC2=CC1B1OC(C(O1)(C)C)(C)C)C(=O)OC(C)(C)C (tert-butyl 6-methyl-7-(4,4,5,5-tetramethyl-1,3,2-dioxaborolan-2-yl)-3,4-dihydroisoquinoline-2(1H)-carboxylate), ClC1=NC(=NC(=C1)N1CCN(CC1)C)N (4-chloro-6-(4-methylpiperazin-1-yl)pyrimidin-2-amine). The product is NC1=NC(=CC(=N1)C1=C(C=C2CCN(CC2=C1)C(=O)OC(C)(C)C)C)N1CCN(CC1)C (tert-butyl 7-(2-amino-6-(4-methylpiperazin-1-yl)pyrimidin-4-yl)-6-methyl-3,4-dihydroisoquinoline-2(1H)-carboxylate). RXN SMILES: [CH3:1][C:2]1[CH:3]=[C:4]2[C:9](=[CH:10][C:11]=1B1OC(C)(C)C(C)(C)O1)[CH2:8][N:7]([C:21]([O:23][C:24]([CH3:27])([CH3:26])[CH3:25])=[O:22])[CH2:6][CH2:5]2.Cl[C:29]1[CH:34]=[C:33]([N:35]2[CH2:40][CH2:39][N:38]([CH3:41])[CH2:37][CH2:36]2)[N:32]=[C:31]([NH2:42])[N:30]=1>>[NH2:42][C:31]1[N:30]=[C:29]([C:11]2[CH:10]=[C:9]3[C:4]([CH2:5][CH2:6][N:7]([C:21]([O:23][C:24]([CH3:25])([CH3:27])[CH3:26])=[O:22])[CH2:8]3)=[CH:3][C:2]=2[CH3:1])[CH:34]=[C:33]([N:35]2[CH2:40][CH2:39][N:38]([CH3:41])[CH2:37][CH2:36]2)[N:32]=1. Procedure details: This compound was prepared by using procedures analogous to those described for the synthesis of Example 75, Step 4 starting from tert-butyl 6-methyl-7-(4,4,5,5-tetramethyl-1,3,2-dioxaborolan-2-yl)-3,4-dihydroisoquinoline-2(1H)-carboxylate and 4-chloro-6-(4-methylpiperazin-1-yl)pyrimidin-2-amine Analytic LCMS (M+H)+: m/z=439.2. Starting materials: FC=1C=CC=2N(C1)C(=NN2)N(CCO[Si](C(C)C)(C(C)C)C(C)C)C ((6-Fluoro-[1,2,4]triazolo[4,3-a]pyridin-3-yl)-methyl-(2-triisopropylsilanyloxy-ethyl)-amine), [NH4+].[Cl-] (NH4Cl), N[C@H]1CC[C@H](C2=CC=CC=C12)O ((1R,4S)-4-Amino-1,2,3,4-tetrahydro-naphthalen-1-ol), [H-].[Na+] (NaH). The solvent is CN(C)C=O (DMF), O (water). Conditions: time 15 minute. Product: N[C@H]1CC[C@H](C2=CC=CC=C12)OC=1C=CC=2N(C1)C(=NN2)N(CCO[Si](C(C)C)(C(C)C)C(C)C)C ([6-((1R,4S)-4-Amino-1,2,3,4-tetrahydro-naphthalen-1-yloxy)-[1,2,4]triazolo[4,3-a]pyridin-3-yl]-methyl-(2-triisopropylsilanyloxy-ethyl)-amine). Isolated yield 28.7%. RXN SMILES: [NH2:1][C@@H:2]1[C:11]2[C:6](=[CH:7][CH:8]=[CH:9][CH:10]=2)[C@H:5]([OH:12])[CH2:4][CH2:3]1.[H-].[Na+].F[C:16]1[CH:17]=[CH:18][C:19]2[N:20]([C:22]([N:25]([CH3:39])[CH2:26][CH2:27][O:28][Si:29]([CH:36]([CH3:38])[CH3:37])([CH:33]([CH3:35])[CH3:34])[CH:30]([CH3:32])[CH3:31])=[N:23][N:24]=2)[CH:21]=1.[NH4+].[Cl-]>CN(C=O)C.O>[NH2:1][C@@H:2]1[C:11]2[C:6](=[CH:7][CH:8]=[CH:9][CH:10]=2)[C@H:5]([O:12][C:16]2[CH:17]=[CH:18][C:19]3[N:20]([C:22]([N:25]([CH3:39])[CH2:26][CH2:27][O:28][Si:29]([CH:33]([CH3:35])[CH3:34])([CH:30]([CH3:32])[CH3:31])[CH:36]([CH3:37])[CH3:38])=[N:23][N:24]=3)[CH:21]=2)[CH2:4][CH2:3]1 |f:1.2,4.5|. Procedure details: Intermediate A (93 mg, 0.568 mmol) was added dropwise to a suspension of NaH (60% dispersion in oil, 68 mg, 1.71 mmol) in DMF (3 mL) at RT under N2. The mixture was stirred for 15 min then Intermediate 25b (160 mg, 0.437 mmol) was added and the mixture stirred at 60° C. under N2 for 3 h. Sat. aq. NH4Cl solution (0.2 mL) was added to the cooled mixture which was then diluted with water (15 mL) and extracted with EtOAc (3×15 mL). The combined organics were washed with brine (15 mL) and dried (Na2S... Starting materials: [Cl-], O=C(O)C1(Cl)CC1, Nc1ccc(C2=NNC(=O)C3CC23)cc1, C1CCOC1. The product is O=C1NN=C(c2ccc(NC(=O)C3(Cl)CC3)cc2)C2CC12. RXN SMILES: [Cl-:16].[Cl:17][C:18]1([C:21](=[O:22])[OH:23])[CH2:19][CH2:20]1.[NH2:1][c:2]1[cH:3][cH:4][c:5]([C:8]2=[N:14][NH:13][C:12](=[O:15])[CH:11]3[CH:9]2[CH2:10]3)[cH:6][cH:7]1.[O:24]1[CH2:25][CH2:26][CH2:27][CH2:28]1>>[NH:1]([c:2]1[cH:3][cH:4][c:5]([C:8]2=[N:14][NH:13][C:12](=[O:15])[CH:11]3[CH:9]2[CH2:10]3)[cH:6][cH:7]1)[C:21]([C:18]1([Cl:17])[CH2:19][CH2:20]1)=[O:22]. The reactants are C(C1=CC=CC=C1)C1=CC=C(C=C1)O (p-benzylphenol), [OH-].[Na+] (sodium hydroxide), C(Cl)(Cl)Cl (chloroform), Cl (hydrochloric acid), C(Cl)(Cl)Cl (chloroform). The solvent is C(C)O (ethanol), O (water). Reaction conditions: temperature 75 celsius, time 2 hour. The product is C(C1=CC=CC=C1)C1=CC=C(C(C=O)=C1)O (5-benzylsalicylaldehyde). Reaction SMILES: [OH-:1].[Na+].[CH2:3]([C:10]1[CH:15]=[CH:14][C:13]([OH:16])=[CH:12][CH:11]=1)[C:4]1[CH:9]=[CH:8][CH:7]=[CH:6][CH:5]=1.[CH:17](Cl)(Cl)Cl.Cl>C(O)C.O>[CH2:3]([C:10]1[CH:11]=[C:12]([CH:17]=[O:1])[C:13]([OH:16])=[CH:14][CH:15]=1)[C:4]1[CH:5]=[CH:6][CH:7]=[CH:8][CH:9]=1 |f:0.1|. Procedure: 157 g of sodium hydroxide (50% in water) was added all at once to a stirred mixture of 100 g of p-benzylphenol in 165 ml of ethanol. The mixture was heated to 75°-80° C., and 161.5 g of chloroform was added drop-by-drop to the stirred mixture over a 5-hour period, at 75°-80° C., then was stirred for 2 hours at 75° C. Then 80.8 g of chloroform was added drop-by-drop, at 75°-80° C., and the mixture was stirred for 1 hour at 75° C. This procedure was repeated. The mixture was concentrated under red... Reactants: CC(C)=O, O=[N+]([O-])c1ccc(CCl)cc1, [I-], [Na+], O. Yields the product O=[N+]([O-])c1ccc(CI)cc1. RXN SMILES: [CH3:15][C:16](=[O:17])[CH3:18].[Cl:1][CH2:2][c:3]1[cH:4][cH:5][c:6]([N+:9](=[O:10])[O-:11])[cH:7][cH:8]1.[I-:13].[Na+:12].[OH2:14]>>[CH2:2]([c:3]1[cH:4][cH:5][c:6]([N+:9](=[O:10])[O-:11])[cH:7][cH:8]1)[I:13].